From a dataset of the Open Reaction Database (ORD), a public repository of structured organic reaction records. describe an organic reaction: reactants, conditions, products, and yield The reactants are C(C)OC(CCCN(C)CC1=CC=C(C#N)C=C1)OCC (4-{[(4,4-diethoxybutyl)methylamino]methyl}benzonitrile), Cl (hydrochloric acid). Solvent: C1CCOC1 (THF). Reaction conditions: time 19 hour. Product: CN(CCCC=O)CC1=CC=C(C#N)C=C1 (4-{[methyl-(4-oxobutyl)-amino]-methyl}-benzonitrile). Yield: 86.9%. As a reaction SMILES: C([O:3][CH:4](OCC)[CH2:5][CH2:6][CH2:7][N:8]([CH2:10][C:11]1[CH:18]=[CH:17][C:14]([C:15]#[N:16])=[CH:13][CH:12]=1)[CH3:9])C.Cl>C1COCC1>[CH3:9][N:8]([CH2:10][C:11]1[CH:18]=[CH:17][C:14]([C:15]#[N:16])=[CH:13][CH:12]=1)[CH2:7][CH2:6][CH2:5][CH:4]=[O:3]. Procedure: The compound (1.22 g) obtained in Example 44-2 was dissolved in THF (12.2 ml) and added with 1 mol/l hydrochloric acid (12.2 ml). The whole was stirred at room temperature for 19 hours. The reaction solution was concentrated under reduced pressure. The residue was added with a 1 mol/l sodium hydroxide aqueous solution and the whole was subjected to extraction with chloroform. The organic layer was washed with a saturated saline solution and dried with anhydrous sodium sulfate, followed by concen... Starting materials: CS(=O)(=O)Cl (Methane sulphonyl chloride), OCC1CN(CC1)C(=O)OC(C)(C)C (tert-butyl 3-(hydroxymethyl)pyrrolidine-1-carboxylate). Reagents/catalysts: CN(C1=CC=NC=C1)C (4-(dimethylamino)pyridine). The solvent is ClCCl (dichloromethane). Conditions: time 30 minute. Product: CS(=O)(=O)OCC1CN(CC1)C(=O)OC(C)(C)C (tert-butyl 3-{[(methylsulphonyl)oxy]methyl}pyrrolidine-1-carboxylate). RXN SMILES: [CH3:1][S:2](Cl)(=[O:4])=[O:3].[OH:6][CH2:7][CH:8]1[CH2:12][CH2:11][N:10]([C:13]([O:15][C:16]([CH3:19])([CH3:18])[CH3:17])=[O:14])[CH2:9]1>CN(C)C1C=CN=CC=1.ClCCl>[CH3:1][S:2]([O:6][CH2:7][CH:8]1[CH2:12][CH2:11][N:10]([C:13]([O:15][C:16]([CH3:19])([CH3:18])[CH3:17])=[O:14])[CH2:9]1)(=[O:4])=[O:3]. Procedure details: Methane sulphonyl chloride (0.39 ml, 5.0 mmol) was added dropwise to a solution of tert-butyl 3-(hydroxymethyl)pyrrolidine-1-carboxylate (0.51 g, 2.5 mmol) and 4-(dimethylamino)pyridine (0.61 g, 5.0 mmol) in dichloromethane (15 ml). The mixture was stirred at room temperature for 30 minutes and then concentrated to approximately half volume and purified by silica gel chromatography. Elution with a mixture of 3:1 to 1:1 iso-hexane:ethyl acetate yielded tert-butyl 3-{[(methylsulphonyl)oxy]methyl}p... The reactants are CN(C1=CC=C(C(=O)NC2=CC=C(N)C=C2)C=C1)C (4-(4-dimethylaminobenzamido)aniline), N1=CNC2=C1C=CC(=C2)C(=O)[O-] (benzimidazole-5-carboxylate). The product is CN(C1=CC=C(C(=O)NC2=CC=C(C=C2)NC(=O)C2=CC3=C(NC=N3)C=C2)C=C1)C (N-(4-(4-Dimethylaminobenzamido)phenyl)-1H-benzimidazole-5-carboxamide). Reaction SMILES: [CH3:1][N:2]([CH3:19])[C:3]1[CH:18]=[CH:17][C:6]([C:7]([NH:9][C:10]2[CH:16]=[CH:15][C:13]([NH2:14])=[CH:12][CH:11]=2)=[O:8])=[CH:5][CH:4]=1.[N:20]1[C:24]2[CH:25]=[CH:26][C:27]([C:29]([O-])=[O:30])=[CH:28][C:23]=2[NH:22][CH:21]=1>>[CH3:1][N:2]([CH3:19])[C:3]1[CH:4]=[CH:5][C:6]([C:7]([NH:9][C:10]2[CH:16]=[CH:15][C:13]([NH:14][C:29]([C:27]3[CH:26]=[CH:25][C:24]4[NH:20][CH:21]=[N:22][C:23]=4[CH:28]=3)=[O:30])=[CH:12][CH:11]=2)=[O:8])=[CH:17][CH:18]=1. Procedure: Compound 445 was prepared from 4-(4-dimethylaminobenzamido)aniline and benzimidazole-5-carboxylate by standard conditions. [M+H]+ calcd for C23H21N5O2: 400.17; found: 400.01. Starting materials: CCOC(=O)c1cc(C(C)(C)[N+](=O)[O-])cc2sc3ccccc3c(=O)c12, C1COCCO1. Product: CCOC(=O)c1cc(C(C)(C)N)cc2sc3ccccc3c(=O)c12. RXN SMILES: [N+:1]([O-:2])(=[O:3])[C:4]([CH3:5])([CH3:6])[c:7]1[cH:8][c:9]([C:22](=[O:23])[O:24][CH2:25][CH3:26])[c:10]2[c:11](=[O:21])[c:12]3[cH:13][cH:14][cH:15][cH:16][c:17]3[s:18][c:19]2[cH:20]1.[O:27]1[CH2:28][CH2:29][O:30][CH2:31][CH2:32]1>>[NH2:1][C:4]([CH3:5])([CH3:6])[c:7]1[cH:8][c:9]([C:22](=[O:23])[O:24][CH2:25][CH3:26])[c:10]2[c:11](=[O:21])[c:12]3[cH:13][cH:14][cH:15][cH:16][c:17]3[s:18][c:19]2[cH:20]1.